This data is from the Open Reaction Database (ORD), a public repository of structured organic reaction records. The task is: describe an organic reaction: reactants, conditions, products, and yield Reactants: C1CCNCC1, CC(C)(C)CCC(=O)O, CN(C)C=O, O, O, On1nnc2ccccc21. Yields the product CC(C)(C)CCC(=O)N1CCCCC1. As a reaction SMILES: [CH2:10]1[CH2:11][CH2:12][NH:13][CH2:14][CH2:15]1.[CH3:1][C:2]([CH2:3][CH2:4][C:5](=[O:6])[OH:7])([CH3:8])[CH3:9].[O:16]=[CH:17][N:18]([CH3:19])[CH3:20].[OH2:31].[OH2:32].[OH:21][n:22]1[c:23]2[c:24]([cH:25][cH:26][cH:27][cH:28]2)[n:29][n:30]1>>[CH3:1][C:2]([CH2:3][CH2:4][C:5](=[O:7])[N:13]1[CH2:12][CH2:11][CH2:10][CH2:15][CH2:14]1)([CH3:8])[CH3:9].